The task is: describe an organic reaction: reactants, conditions, products, and yield. This data is from the Open Reaction Database (ORD), a public repository of structured organic reaction records. Reactants: C(C)(C)(C)OC(=O)NCC(=O)N1CCC=2C(=CC=NC2C1CC(=O)[O-])Cl.[Na+] (sodium 2-(7-(2-((tert-butoxycarbonyl)amino)acetyl)-4-chloro-5,6,7,8-tetrahydro-1,7-naphthyridin-8-yl)acetate). The solvent is O1CCOCC1 (dioxane), Cl (HCl), O1CCOCC1 (dioxane). Reaction conditions: time 48 hour. The product is [Cl-].C(=O)(O)CC1N(CCC=2C(=CC=NC12)Cl)C(C[NH3+])=O (2-(8-(carboxymethyl)-4-chloro-5,6-dihydro-1,7-naphthyridin-7(8H)-yl)-2-oxoethanaminium chloride). Yield: 261.4%. RXN SMILES: C(OC([NH:8][CH2:9][C:10]([N:12]1[CH:21]([CH2:22][C:23]([O-:25])=[O:24])[C:20]2[N:19]=[CH:18][CH:17]=[C:16]([Cl:26])[C:15]=2[CH2:14][CH2:13]1)=[O:11])=O)(C)(C)C.[Na+]>O1CCOCC1.Cl>[Cl-:26].[C:23]([CH2:22][CH:21]1[C:20]2[N:19]=[CH:18][CH:17]=[C:16]([Cl:26])[C:15]=2[CH2:14][CH2:13][N:12]1[C:10](=[O:11])[CH2:9][NH3+:8])([OH:25])=[O:24] |f:0.1,4.5|. Reported procedure: 94-8. To a stirred suspension of sodium 2-(7-(2-((tert-butoxycarbonyl)amino)acetyl)-4-chloro-5,6,7,8-tetrahydro-1,7-naphthyridin-8-yl)acetate (540 mg, 1.41 mmol) in dioxane (10 mL), 4N HCl in dioxane (1.76 mL, 7.03 mmol) was added and the reaction mixture was stirred at RT for 48 h. The beige precipitate was filtered off washed with a small amount of diethyl ether (2×). The HCl salt was dried under high vacuo overnight to yield the title compound as beige solid (590 mg) containing a residual amo... Starting materials: C(C)O (ethanol), FC1=C(C#N)C=C(C(=C1O)OC)[N+](=O)[O-] (2-fluoro-3-hydroxy-5-nitro-p-anisonitrile), B(Br)(Br)Br (boron tribromide), B(Br)(Br)Br (boron tribromide). Solvent: C(Cl)Cl (methylene chloride). Run at time 1.5 hour. The product is FC1=C(C#N)C=C(C(=C1O)O)[N+](=O)[O-] (2-fluoro-3,4-dihydroxy-5-nitrobenzonitrile). Reaction SMILES: [F:1][C:2]1[C:9]([OH:10])=[C:8]([O:11]C)[C:7]([N+:13]([O-:15])=[O:14])=[CH:6][C:3]=1[C:4]#[N:5].B(Br)(Br)Br.C(O)C>C(Cl)Cl>[F:1][C:2]1[C:9]([OH:10])=[C:8]([OH:11])[C:7]([N+:13]([O-:15])=[O:14])=[CH:6][C:3]=1[C:4]#[N:5]. Procedure details: 550 mg of 2-fluoro-3-hydroxy-5-nitro-p-anisonitrile are dissolved in 30 ml of methylene chloride, whereupon the solution is treated with 0.44 ml of boron tribromide. After stirring at 23° for 6 hours an additional 0.1 ml of boron tribromide are added thereto, whereupon the mixture is stirred at 23° for an additional 1.5 hours. Thereupon, 3 ml of ethanol are added thereto at -15°. The reaction mixture is evaporated and the residue is dried in a high vacuum at 23°. By recrystallization from ether/... Reaction SMILES: [CH3:1][C@H:2]1[CH2:8][CH:7]2[CH:5]([O:6]2)[CH2:4][O:3]1.[C:9]1([C@H:15]([NH2:17])[CH3:16])[CH:14]=[CH:13][CH:12]=[CH:11][CH:10]=1>C(O)(C)C>[CH3:1][C@@H:2]1[O:3][CH2:4][C@H:5]([OH:6])[C@@H:7]([NH:17][C@H:15]([C:9]2[CH:14]=[CH:13][CH:12]=[CH:11][CH:10]=2)[CH3:16])[CH2:8]1. Run in C(C)(C)O (isopropyl alcohol). Reported procedure: A mixture of (4S)-4-methyl-3,7-dioxabicyclo[4.1.0]heptane (˜3 mL dichloromethane solution, 10 mmol) and (R)-1-phenylethanamine (2.4 g, 20 mmol) in isopropyl alcohol (20 mL) was stirred at 85° C. for 1 week. After that, the solution was cooled to room temperature and purified by prep-HPLC to get the title compound (more polar, 120 mg, 10% for 2 steps) as a yellow solid and a side product (less polar, 400 mg, 32% for 2 steps) as a white solid. MS (ES+) C14H21NO2 requires: 235, found: 236 [M+H]+. The product is C[C@H]1C[C@@H]([C@H](CO1)O)N[C@@H](C)C1=CC=CC=C1 ((3R,4S,6S)-6-methyl-4-((S)-1-phenylethylamino)tetrahydro-2H-pyran-3-ol). The reactants are C[C@@H]1OCC2OC2C1 ((4S)-4-methyl-3,7-dioxabicyclo[4.1.0]heptane), C1(=CC=CC=C1)[C@@H](C)N ((R)-1-phenylethanamine). Reaction conditions: temperature 85 celsius. The reactants are COC(=O)C1=C(OCC(C)NCC(O)C2=CC(=CC=C2)Cl)C=CC(=C1)C(=O)OC (2-{2-[2,4-bis(methoxycarbonyl)phenoxy]-1-methylethyl}amino-1-(3-chlorophenyl)ethanol), [H-].[Al+3].[Li+].[H-].[H-].[H-] (lithium aluminum hydride). Run in O1CCCC1 (tetrahydrofuran). Product: OCC1=C(OCC(C)NCC(O)C2=CC(=CC=C2)Cl)C=CC(=C1)CO (2-{2-[2,4-Bis(hydroxymethyl)phenoxy]-1-methylethyl}amino-1-(3-chlorophenyl)ethanol). Isolated yield 70.3%. As a reaction SMILES: C[O:2][C:3]([C:5]1[CH:25]=[C:24]([C:26](OC)=[O:27])[CH:23]=[CH:22][C:6]=1[O:7][CH2:8][CH:9]([NH:11][CH2:12][CH:13]([C:15]1[CH:20]=[CH:19][CH:18]=[C:17]([Cl:21])[CH:16]=1)[OH:14])[CH3:10])=O.[H-].[Al+3].[Li+].[H-].[H-].[H-]>O1CCCC1>[OH:2][CH2:3][C:5]1[CH:25]=[C:24]([CH2:26][OH:27])[CH:23]=[CH:22][C:6]=1[O:7][CH2:8][CH:9]([NH:11][CH2:12][CH:13]([C:15]1[CH:20]=[CH:19][CH:18]=[C:17]([Cl:21])[CH:16]=1)[OH:14])[CH3:10] |f:1.2.3.4.5.6|. Reported procedure: Following a procedure similar to that described in Example 1, but using 1.28 g of 2-{2-[2,4-bis(methoxycarbonyl)phenoxy]-1-methylethyl}amino-1-(3-chlorophenyl)ethanol (prepared as described in Preparation 33), 0.463 g of lithium aluminum hydride and 70 ml of dry tetrahydrofuran, and then purifying the reaction product by column chromatography through silica gel, using a 4:1 by volume mixture of ethyl acetate and ethanol as the eluent, 0.78 g of the title compound was obtained having an Rf=0.34 (... Starting materials: C(C)(=O)N1[C@H](C[C@H](C2=CC(=CC=C12)C(=O)O)NC1=CC=C(C=C1)C1CCOCC1)C ((2S,4R)-1-acetyl-2-methyl-4-{[4-(tetrahydro-2H-pyran-4-yl)phenyl]amino}-1,2,3,4-tetrahydroquinoline-6-carboxylic acid), N (ammonia). The product is C(C)(=O)N1C(CC(C2=CC(=CC=C12)C(=O)N)NC1=CC=C(C=C1)C1CCOCC1)C (1-acetyl-2-methyl-4-{[4-(tetrahydro-2H-pyran-4-yl)phenyl]amino}-1,2,3,4-tetrahydroquinoline-6-carboxamide). RXN SMILES: [C:1]([N:4]1[C:13]2[C:8](=[CH:9][C:10]([C:14](O)=[O:15])=[CH:11][CH:12]=2)[C@H:7]([NH:17][C:18]2[CH:23]=[CH:22][C:21]([CH:24]3[CH2:29][CH2:28][O:27][CH2:26][CH2:25]3)=[CH:20][CH:19]=2)[CH2:6][C@@H:5]1[CH3:30])(=[O:3])[CH3:2].[NH3:31]>>[C:1]([N:4]1[C:13]2[C:8](=[CH:9][C:10]([C:14]([NH2:31])=[O:15])=[CH:11][CH:12]=2)[CH:7]([NH:17][C:18]2[CH:23]=[CH:22][C:21]([CH:24]3[CH2:29][CH2:28][O:27][CH2:26][CH2:25]3)=[CH:20][CH:19]=2)[CH2:6][CH:5]1[CH3:30])(=[O:3])[CH3:2]. Reported procedure: Reactions and treatments were carried out in the same manner as in Example 118, using 104.8 mg of (2S,4R)-1-acetyl-2-methyl-4-{[4-(tetrahydro-2H-pyran-4-yl)phenyl]amino}-1,2,3,4-tetrahydroquinoline-6-carboxylic acid instead of (2S,4R)-1-acetyl-2-methyl-4-(4-morpholinophenoxy)-1,2,3,4-tetrahydroquinoline-6-carboxylic acid, and using aqueous ammonia instead of monomethylamine. Thus, 70.5 mg (67.3%, cis:trans=9:1) of the title compound was obtained as a white crystalline powder. The reactants are C(C)(C)(C)OC(=O)N[C@@H](CC1=CC=C(C=C1)O)C(=O)NCC(=O)N[C@@H](C)C(=O)N[C@@H](CC1=CC=CC=C1)C(=O)N[C@@H](CC(C)C)C(=O)O (N-t-butoxycarbonyl-L-tyrosylglycyl-L-alanyl-L-phenylalanyl-L-leucine), Cl (HCl). Solvent: O1CCOCC1 (dioxane), O1CCOCC1 (dioxane). Product: Cl.N[C@@H](CC1=CC=C(C=C1)O)C(=O)NCC(=O)N[C@@H](C)C(=O)N[C@@H](CC1=CC=CC=C1)C(=O)N[C@@H](CC(C)C)C(=O)O (L-tyrosylglycyl-L-alanyl-L-phenylalanyl-L-leucine hydrochloride). RXN SMILES: C(OC([NH:8][C@H:9]([C:18]([NH:20][CH2:21][C:22]([NH:24][C@H:25]([C:27]([NH:29][C@H:30]([C:38]([NH:40][C@H:41]([C:46]([OH:48])=[O:47])[CH2:42][CH:43]([CH3:45])[CH3:44])=[O:39])[CH2:31][C:32]1[CH:37]=[CH:36][CH:35]=[CH:34][CH:33]=1)=[O:28])[CH3:26])=[O:23])=[O:19])[CH2:10][C:11]1[CH:16]=[CH:15][C:14]([OH:17])=[CH:13][CH:12]=1)=O)(C)(C)C.[ClH:49]>O1CCOCC1>[ClH:49].[NH2:8][C@H:9]([C:18]([NH:20][CH2:21][C:22]([NH:24][C@H:25]([C:27]([NH:29][C@H:30]([C:38]([NH:40][C@H:41]([C:46]([OH:48])=[O:47])[CH2:42][CH:43]([CH3:44])[CH3:45])=[O:39])[CH2:31][C:32]1[CH:33]=[CH:34][CH:35]=[CH:36][CH:37]=1)=[O:28])[CH3:26])=[O:23])=[O:19])[CH2:10][C:11]1[CH:12]=[CH:13][C:14]([OH:17])=[CH:15][CH:16]=1 |f:3.4|. Procedure details: The N-t-butoxycarbonyl-L-tyrosylglycyl-L-alanyl-L-phenylalanyl-L-leucine is dissolved in 100 parts dioxane and stirred with a ten-fold excess of 2 N HCl in dioxane at room temperature for 15 minutes. The solvent is then removed under reduced pressure and the residue triturated with ethyl ether. The resulting solid is precipitated from the mixture of methanol and ether to afford L-tyrosylglycyl-L-alanyl-L-phenylalanyl-L-leucine hydrochloride. Reactants: CNC(=O)C1=CC=CC=2SC(=CC21)C2=NC(=NC=C2Cl)NCCCN2[C@@H](CNCC2)C ((R)-2-{5-chloro-2-[3-(2-methylpiperazin-1-yl)-propylamino]-pyrimidin-4-yl}-benzo[b]thiophene-4-carboxylic acid methylamide), C1(CC1)NC(=O)C1=CC=CC=2SC(=CC21)C2=NC(=NC=C2Cl)Cl (2-(2,5-dichloropyrimidin-4-yl)-benzo[b]thiophene-4-carboxylic acid cyclopropylamide), C(C)(C)(C)OC(=O)N1C[C@H](N(CC1)CCN)C ((R)-4-(2-aminoethyl)-3-methylpiperazine-1-carboxylic acid tert-butyl ester). Product: C1(CC1)NC(=O)C1=CC=CC=2SC(=CC21)C2=NC(=NC=C2Cl)NCCN2[C@@H](CNCC2)C ((R)-2-{5-Chloro-2-[2-(2-methylpiperazin-1-yl)-ethylamino]-pyrimidin-4-yl}-benzo[b]thiophene-4-carboxylic acid cyclopropylamide). As a reaction SMILES: CNC(C1C2C=C(C3C(Cl)=CN=C(NCCCN4CCNC[C@H]4C)N=3)SC=2C=CC=1)=O.[CH:32]1([NH:35][C:36]([C:38]2[C:46]3[CH:45]=[C:44]([C:47]4[C:52]([Cl:53])=[CH:51][N:50]=[C:49](Cl)[N:48]=4)[S:43][C:42]=3[CH:41]=[CH:40][CH:39]=2)=[O:37])[CH2:34][CH2:33]1.C(OC([N:62]1[CH2:67][CH2:66][N:65]([CH2:68][CH2:69][NH2:70])[C@H:64]([CH3:71])[CH2:63]1)=O)(C)(C)C>>[CH:32]1([NH:35][C:36]([C:38]2[C:46]3[CH:45]=[C:44]([C:47]4[C:52]([Cl:53])=[CH:51][N:50]=[C:49]([NH:70][CH2:69][CH2:68][N:65]5[CH2:66][CH2:67][NH:62][CH2:63][C@H:64]5[CH3:71])[N:48]=4)[S:43][C:42]=3[CH:41]=[CH:40][CH:39]=2)=[O:37])[CH2:34][CH2:33]1. Procedure: Using the method of (R)-2-{5-chloro-2-[3-(2-methylpiperazin-1-yl)-propylamino]-pyrimidin-4-yl}-benzo[b]thiophene-4-carboxylic acid methylamide, the title compound is synthesized from 2-(2,5-dichloropyrimidin-4-yl)-benzo[b]thiophene-4-carboxylic acid cyclopropylamide and (R)-4-(2-aminoethyl)-3-methylpiperazine-1-carboxylic acid tert-butyl ester and isolated as a yellow solid. ES+(m/z) 471 (35Cl) and 473 (37Cl) [M+H].